This data is from the Open Reaction Database (ORD), a public repository of structured organic reaction records. The task is: describe an organic reaction: reactants, conditions, products, and yield The reactants are C(C)N (ethylamine), ClCCCCOC1=CC=C(C=C1)C(=C(Cl)C1=CC=CC=C1)C1=CC=CC=C1 (1-[4-(4-chlorobutoxy)phenyl]-1,2-diphenyl-2-chloro-ethylene), C(CC(O)(C(=O)O)CC(=O)O)(=O)O (citric acid), [I-].[K+] (potassium iodide). The solvent is O (water), C(C)O (ethanol), CO.ClCCl (methanol dichloromethane), CC(CC)=O (butanone), CC(CC)=O (butanone). Conditions: time 24 hour. Product: C(CC(O)(C(=O)O)CC(=O)O)(=O)O.C(C)NCCCCOC1=CC=C(C=C1)C(=C(Cl)C1=CC=CC=C1)C1=CC=CC=C1 (1-[4-(4-Ethylaminobutoxy)phenyl]-1,2-diphenyl-2-chloro-ethylene citrate salt). Reaction SMILES: Cl[CH2:2][CH2:3][CH2:4][CH2:5][O:6][C:7]1[CH:12]=[CH:11][C:10]([C:13]([C:22]2[CH:27]=[CH:26][CH:25]=[CH:24][CH:23]=2)=[C:14]([C:16]2[CH:21]=[CH:20][CH:19]=[CH:18][CH:17]=2)[Cl:15])=[CH:9][CH:8]=1.[CH2:28]([NH2:30])[CH3:29].[I-].[K+].[C:33]([OH:45])(=[O:44])[CH2:34][C:35]([CH2:40][C:41]([OH:43])=[O:42])([C:37]([OH:39])=[O:38])[OH:36]>CC(=O)CC.CO.ClCCl.O.C(O)C>[C:33]([OH:45])(=[O:44])[CH2:34][C:35]([CH2:40][C:41]([OH:43])=[O:42])([C:37]([OH:39])=[O:38])[OH:36].[CH2:28]([NH:30][CH2:2][CH2:3][CH2:4][CH2:5][O:6][C:7]1[CH:12]=[CH:11][C:10]([C:13]([C:22]2[CH:27]=[CH:26][CH:25]=[CH:24][CH:23]=2)=[C:14]([C:16]2[CH:21]=[CH:20][CH:19]=[CH:18][CH:17]=2)[Cl:15])=[CH:9][CH:8]=1)[CH3:29] |f:2.3,6.7,10.11|. Procedure: Combine (E and Z)-1-[4-(4-chlorobutoxy)phenyl]-1,2-diphenyl-2-chloro-ethylene (1.0 g, 2.5 mmol), ethylamine (15 mL, 193 mmol), potassium iodide (0.200 g), ethanol (2 mL), and water (5 mL). Heat to a gentle reflux. After 24 hours, cool to ambient temperature and concentrate in vacuo to obtain a residue. Chromatograph on silica gel eluting with 7% methanol/dichloromethane to obtain a residue. Combine the residue and butanone (6 mL). Add citric acid (0.52 g, 2.7 mmol) dissolved in butanone (4 mL). ... Starting materials: NC[C@H]1N(CCC[C@H]1C)C(=O)C1=NC(=CC=C1N1N=CC=N1)C (((2S,3R)-2-(aminomethyl)-3-methylpiperidin-1-yl)(6-methyl-3-(2H-1,2,3-triazol-2-yl)pyridin-2-yl)methanone), ClC1=NC=C(C=N1)Cl (2,5-dichloropyrimidine). The product is ClC=1C=NC(=NC1)NC[C@H]1N(CCC[C@H]1C)C(=O)C1=NC(=CC=C1N1N=CC=N1)C (((2S,3R)-2-(((5-Chloropyrimidin-2-yl)amino)methyl)-3-methylpiperidin-1-yl)(6-methyl-3-(2H-1,2,3-triazol-2-yl)pyridin-2-yl)methanone). RXN SMILES: [NH2:1][CH2:2][C@@H:3]1[C@H:8]([CH3:9])[CH2:7][CH2:6][CH2:5][N:4]1[C:10]([C:12]1[C:17]([N:18]2[N:22]=[CH:21][CH:20]=[N:19]2)=[CH:16][CH:15]=[C:14]([CH3:23])[N:13]=1)=[O:11].Cl[C:25]1[N:30]=[CH:29][C:28]([Cl:31])=[CH:27][N:26]=1>>[Cl:31][C:28]1[CH:27]=[N:26][C:25]([NH:1][CH2:2][C@@H:3]2[C@H:8]([CH3:9])[CH2:7][CH2:6][CH2:5][N:4]2[C:10]([C:12]2[C:17]([N:18]3[N:22]=[CH:21][CH:20]=[N:19]3)=[CH:16][CH:15]=[C:14]([CH3:23])[N:13]=2)=[O:11])=[N:30][CH:29]=1. Procedure details: The title compound was prepared following the same general protocol as described for Example A1, using ((2S,3R)-2-(aminomethyl)-3-methylpiperidin-1-yl)(6-methyl-3-(2H-1,2,3-triazol-2-yl)pyridin-2-yl)methanone and 2,5-dichloropyrimidine. ESI-MS (m/z): 427 [M+1]+. Starting materials: CO, Cc1cc(NCC(C)C)c([N+](=O)[O-])c2nnnn12, Cc1ccccc1. Yields the product Cc1cc(NCC(C)C)c(N)c2nnnn12. Reaction SMILES: [CH3:19][OH:20].[CH3:1][CH:2]([CH2:3][NH:4][c:5]1[c:6]([N+:15]([O-:16])=[O:17])[c:7]2[n:8]([c:9]([CH3:11])[cH:10]1)[n:12][n:13][n:14]2)[CH3:18].[CH3:21][c:22]1[cH:23][cH:24][cH:25][cH:26][cH:27]1>>[CH3:1][CH:2]([CH2:3][NH:4][c:5]1[c:6]([NH2:15])[c:7]2[n:8]([c:9]([CH3:11])[cH:10]1)[n:12][n:13][n:14]2)[CH3:18]. Reactants: CCO, Cl, O, CCOC(=O)C(C)C1OB(O)c2cc(Oc3nnc([N+](=O)[O-])s3)cc(C)c21. Yields the product CCOC(=O)C(C)C1OB(O)c2cc(Oc3nnc(N)s3)cc(C)c21. As a reaction SMILES: [CH3:29][CH2:30][OH:31].[ClH:28].[OH2:32].[OH:1][B:2]1[O:3][CH:4]([CH:21]([C:22](=[O:23])[O:24][CH2:25][CH3:26])[CH3:27])[c:5]2[c:6]1[cH:7][c:8]([O:12][c:13]1[s:14][c:15]([N+:18]([O-:19])=[O:20])[n:16][n:17]1)[cH:9][c:10]2[CH3:11]>>[OH:1][B:2]1[O:3][CH:4]([CH:21]([C:22](=[O:23])[O:24][CH2:25][CH3:26])[CH3:27])[c:5]2[c:6]1[cH:7][c:8]([O:12][c:13]1[s:14][c:15]([NH2:18])[n:16][n:17]1)[cH:9][c:10]2[CH3:11]. The reactants are BrC=1C=C2C=CNC2=C(C1)C(=O)N (5-bromo-1H-indole-7-carboxamide), O=C1CCN(CC1)C(=O)OC(C)(C)C (1,1-dimethylethyl 4-oxo-1-piperidinecarboxylate), C[O-].[Na+] (sodium methoxide). The solvent is CO (methanol). Yields the product NC(=O)C=1C=C(C=C2C(=CNC12)C=1CCN(CC1)C(=O)OC(C)(C)C)Br (1,1-dimethylethyl 4-[7-(aminocarbonyl)-5-bromo-1H-indol-3-yl]-3,6-dihydro-1(2H)-pyridinecarboxylate). As a reaction SMILES: [Br:1][C:2]1[CH:3]=[C:4]2[C:8](=[C:9]([C:11]([NH2:13])=[O:12])[CH:10]=1)[NH:7][CH:6]=[CH:5]2.O=[C:15]1[CH2:20][CH2:19][N:18]([C:21]([O:23][C:24]([CH3:27])([CH3:26])[CH3:25])=[O:22])[CH2:17][CH2:16]1.C[O-].[Na+]>CO>[NH2:13][C:11]([C:9]1[CH:10]=[C:2]([Br:1])[CH:3]=[C:4]2[C:8]=1[NH:7][CH:6]=[C:5]2[C:15]1[CH2:20][CH2:19][N:18]([C:21]([O:23][C:24]([CH3:27])([CH3:26])[CH3:25])=[O:22])[CH2:17][CH:16]=1)=[O:12] |f:2.3|. Procedure details: To a solution of 5-bromo-1H-indole-7-carboxamide (10 g, 41.84 mmol) in methanol (5 mL), 1,1-dimethylethyl 4-oxo-1-piperidinecarboxylate (684 mg, 3.42 mmol) and sodium methoxide (0.5 M in THF, 13.7 mL, 6.84 mmol) were added. The reaction mixture was stirred at reflux temperature for 16 hours. All solvent was evaporated under reduced pressure. The residue was partitioned between ethyl acetate (100 mL) and water (100 mL). The combined organic phase was dried over MgSO4 and concentrated under reduce... Starting materials: C(CC(C)C)(=O)O (isovaleric acid), CCN=C=NCCCN(C)C.Cl (EDC.HCl), C=1C=CC2=C(C1)N=NN2O (HOBt), TEA, FC(C(=O)O)(F)F.FC1=C(C=CC(=C1)N1N=NN=C1)C=1C=CC2=C(N=C(O2)C2CCNCC2)C1 (5-[2-fluoro-4-(1H-tetrazol-1-yl)-phenyl]-2-(piperidin-4-yl)benzo[d]oxazole 2,2,2-trifluoroacetate). The solvent is CN(C)C=O (DMF), CCOC(=O)C.O (EtOAc H2O). The product is FC1=C(C=CC(=C1)N1N=NN=C1)C=1C=CC2=C(N=C(O2)C2CCN(CC2)C(CC(C)C)=O)C1 (1-{4-[5-(2-fluoro-4-(1H-tetrazol-1-yl)phenyl]benzo[d]oxazol-2-yl]piperidin-1-yl}-3-methylbutan-1-one). Isolated yield 76.9%. Reaction SMILES: FC(F)(F)C(O)=O.[F:8][C:9]1[CH:14]=[C:13]([N:15]2[CH:19]=[N:18][N:17]=[N:16]2)[CH:12]=[CH:11][C:10]=1[C:20]1[CH:21]=[CH:22][C:23]2[O:27][C:26]([CH:28]3[CH2:33][CH2:32][NH:31][CH2:30][CH2:29]3)=[N:25][C:24]=2[CH:34]=1.[C:35](O)(=[O:40])[CH2:36][CH:37]([CH3:39])[CH3:38].CCN=C=NCCCN(C)C.Cl.C1C=CC2N(O)N=NC=2C=1>CN(C=O)C.CCOC(C)=O.O>[F:8][C:9]1[CH:14]=[C:13]([N:15]2[CH:19]=[N:18][N:17]=[N:16]2)[CH:12]=[CH:11][C:10]=1[C:20]1[CH:21]=[CH:22][C:23]2[O:27][C:26]([CH:28]3[CH2:29][CH2:30][N:31]([C:35](=[O:40])[CH2:36][CH:37]([CH3:39])[CH3:38])[CH2:32][CH2:33]3)=[N:25][C:24]=2[CH:34]=1 |f:0.1,3.4,7.8|. Procedure: 5-[2-fluoro-4-(1H-tetrazol-1-yl)-phenyl]-2-(piperidin-4-yl)benzo[d]oxazole 2,2,2-trifluoroacetate (140 mg, 0.29 mmol) was dissolved in DMF (4 ml) and added isovaleric acid (38 mg, 0.37 mmol), EDC.HCl (147 mg, 0.73 mmol), HOBt (47 mg, 0.35 mmol) and TEA (88 mg, 0.88 mmol). After completion of the reaction, work up (EtOAc/H2O) followed by purification of crude on combiflash using a gradient mixture of EtOAc and Petether (7:3) as eluent afforded the titled compound (100 mg) as a pale-yellow solid. ... Starting materials: COC(=O)CCc1ccc(C2CCN(c3ccc(C(C)NC(=O)OC(C)(C)C)cc3)C2=O)cc1, ClCCl, O=C(O)C(F)(F)F. Product: COC(=O)CCc1ccc(C2CCN(c3ccc(C(C)N)cc3)C2=O)cc1. RXN SMILES: [C:1]([O:2][C:3](=[O:4])[NH:8][CH:9]([CH3:10])[c:11]1[cH:12][cH:13][c:14]([N:17]2[C:18](=[O:34])[CH:19]([c:22]3[cH:23][cH:24][c:25]([CH2:28][CH2:29][C:30](=[O:31])[O:32][CH3:33])[cH:26][cH:27]3)[CH2:20][CH2:21]2)[cH:15][cH:16]1)([CH3:5])([CH3:6])[CH3:7].[CH2:42]([Cl:43])[Cl:44].[OH:35][C:36]([C:37]([F:38])([F:39])[F:40])=[O:41]>>[NH2:8][CH:9]([CH3:10])[c:11]1[cH:12][cH:13][c:14]([N:17]2[C:18](=[O:34])[CH:19]([c:22]3[cH:23][cH:24][c:25]([CH2:28][CH2:29][C:30](=[O:31])[O:32][CH3:33])[cH:26][cH:27]3)[CH2:20][CH2:21]2)[cH:15][cH:16]1. Reactants: C(C)(C)(C)OC([C@H](CC1=CC=C(C=C1)OCC1=CC=NC=C1)N)=O ((S)-2-Amino-3-[4-(pyridin-4-ylmethoxy)-phenyl]-propionic acid tert-butyl ester), N1(CCCCCC1)C(=O)N[C@H](C(=O)O)CC(C)C ((S)-2-[(Azepane-1-carbonyl)-amino]-4-methyl-pentanoic acid). Yields the product C(C)(C)(C)OC(C(CC1=CC=C(C=C1)OCC1=CC=NC=C1)NC(C(CC(C)C)NC(=O)N1CCCCCC1)=O)=O (2-{2-[(Azepane-1-carbonyl)-amino]-4-methyl-pentanoylamino}-3-[4-(pyridin-4-ylmethoxy)-phenyl]-propionic acid tert-butyl ester). RXN SMILES: [C:1]([O:5][C:6](=[O:24])[C@@H:7]([NH2:23])[CH2:8][C:9]1[CH:14]=[CH:13][C:12]([O:15][CH2:16][C:17]2[CH:22]=[CH:21][N:20]=[CH:19][CH:18]=2)=[CH:11][CH:10]=1)([CH3:4])([CH3:3])[CH3:2].[N:25]1([C:32]([NH:34][C@@H:35]([CH2:39][CH:40]([CH3:42])[CH3:41])[C:36](O)=[O:37])=[O:33])[CH2:31][CH2:30][CH2:29][CH2:28][CH2:27][CH2:26]1>>[C:1]([O:5][C:6](=[O:24])[CH:7]([NH:23][C:36](=[O:37])[CH:35]([NH:34][C:32]([N:25]1[CH2:31][CH2:30][CH2:29][CH2:28][CH2:27][CH2:26]1)=[O:33])[CH2:39][CH:40]([CH3:42])[CH3:41])[CH2:8][C:9]1[CH:14]=[CH:13][C:12]([O:15][CH2:16][C:17]2[CH:22]=[CH:21][N:20]=[CH:19][CH:18]=2)=[CH:11][CH:10]=1)([CH3:4])([CH3:2])[CH3:3]. Reported procedure: In a manner similar to that described in Example 25, the product from Example O and the product from Example Z were coupled to give the title compound. Reported procedure: This compound was made from the compound of Example 2 by reaction with trimethylsilyl iodide in sulpholane at 80° C., mp. 101°-105° C. The product is NC1=NC(=C(C(=N1)N)C1=C(C(=CC(=C1)Cl)Cl)Cl)CO (2.4-Diamino-5-(2,3,5-trichlorophenyl)-6-hydroxymethylpyrimidine). RXN SMILES: [NH2:1][C:2]1[N:7]=[C:6]([NH2:8])[C:5]([C:9]2[CH:14]=[C:13]([Cl:15])[CH:12]=[C:11]([Cl:16])[C:10]=2[Cl:17])=[C:4]([CH2:18][O:19]C)[N:3]=1.C[Si](I)(C)C>S1(CCCC1)(=O)=O>[NH2:1][C:2]1[N:7]=[C:6]([NH2:8])[C:5]([C:9]2[CH:14]=[C:13]([Cl:15])[CH:12]=[C:11]([Cl:16])[C:10]=2[Cl:17])=[C:4]([CH2:18][OH:19])[N:3]=1. The reactants are NC1=NC(=C(C(=N1)N)C1=C(C(=CC(=C1)Cl)Cl)Cl)COC (2,4-Diamino-5-(2,3,5-trichlorophenyl)-6-methoxymethylpyrimidine), C[Si](C)(C)I (trimethylsilyl iodide). Run in S1(=O)(=O)CCCC1 (sulpholane). The reactants are Cl.NO (hydroxylamine hydrochloride), C(C)(=O)[O-].[Na+] (sodium acetate), COC1=C(C=O)C(=C(C=C1)F)F (2-methoxy-5,6-difluoro-benzaldehyde). Run in CO (methanol). Conditions: time 16 hour. The product is COC1=C(C=NO)C(=C(C=C1)F)F (2-methoxy-5,6-difluorobenzaldehyde oxime). The yield is 88.5%. As a reaction SMILES: [CH3:1][O:2][C:3]1[CH:10]=[CH:9][C:8]([F:11])=[C:7]([F:12])[C:4]=1[CH:5]=O.Cl.[NH2:14][OH:15].C([O-])(=O)C.[Na+]>CO>[CH3:1][O:2][C:3]1[CH:10]=[CH:9][C:8]([F:11])=[C:7]([F:12])[C:4]=1[CH:5]=[N:14][OH:15] |f:1.2,3.4|. Procedure: At 20-25° C., a solution of 29.4 g of 2-methoxy-5,6-difluoro-benzaldehyde (according to Ex. 27 of WO 97/03071) was added dropwise with stirring to a mixture of 16.0 g of hydroxylamine hydrochloride, 18.9 g of sodium acetate and 110 ml of 90% strength aqueous methanol. The mixture was stirred for 16 hours, the methanol was evaporated, the mixture was made into a paste using 250 ml of water and then washed and dried, giving 28.3 g of the desired product of m.p. 199-201° C.